Dataset: the Open Reaction Database (ORD), a public repository of structured organic reaction records. Task: describe an organic reaction: reactants, conditions, products, and yield Reactants: O=C1Nc2ccc(C(=O)O)cc2C1=Cc1ccnc2ccccc12, CO, O=S(=O)(O)O, c1ccccc1. Yields the product COC(=O)c1ccc2c(c1)C(=Cc1ccnc3ccccc13)C(=O)N2. As a reaction SMILES: [C:1](=[O:2])([OH:3])[c:4]1[cH:5][c:6]2[c:10]([cH:11][cH:12]1)[NH:9][C:8](=[O:13])[C:7]2=[CH:14][c:15]1[cH:16][cH:17][n:18][c:19]2[cH:20][cH:21][cH:22][cH:23][c:24]12.[CH3:25][OH:26].[S:27](=[O:28])(=[O:29])([OH:30])[OH:31].[cH:32]1[cH:33][cH:34][cH:35][cH:36][cH:37]1>>[C:1](=[O:2])([O:3][CH3:25])[c:4]1[cH:5][c:6]2[c:10]([cH:11][cH:12]1)[NH:9][C:8](=[O:13])[C:7]2=[CH:14][c:15]1[cH:16][cH:17][n:18][c:19]2[cH:20][cH:21][cH:22][cH:23][c:24]12. Reactants: Br\C=C/C (Z-1-bromopropene), C=CC(C)=C (isoprene), N1CCOCC1 (morpholine). Product: CC(CN1CCOCC1)=CCC=CC (2-methyl-1-morpholino-2,5-heptadiene). The yield is 40.0%. Reaction SMILES: Br/[CH:2]=[CH:3]\[CH3:4].[CH2:5]=[CH:6][C:7](=[CH2:9])[CH3:8].[NH:10]1[CH2:15][CH2:14][O:13][CH2:12][CH2:11]1>>[CH3:9][C:7](=[CH:6][CH2:5][CH:2]=[CH:3][CH3:4])[CH2:8][N:10]1[CH2:15][CH2:14][O:13][CH2:12][CH2:11]1. Procedure: In a much slower reaction than Example 19, Z-1-bromopropene, isoprene and morpholine gave 2-methyl-1-morpholino-2,5-heptadiene in 40% yield along with higher boiling unidentified products and polymers. The major point of interest in this Example was to determine whether or not the stereochemistry of the Z-1-bromopropene was retained in the product. The product appeared homogeneous by GLC (gas liquid chromatography) and NMR (nuclear magnetic resonance); however, IR (infrared) showed bands charact... Starting materials: CN(C1=NC=NC2=CC=C(C=C12)C=O)C (4-Dimethylamino-quinazoline-6-carbaldehyde), CN(C1=NC=NC2=CC=C(C=C12)C=O)C (4-Dimethylamino-quinazoline-6-carbaldehyde), S1C(NC(C1)=O)=O (1,3-thiazolidine-2,4-dione). Yields the product CN(C1=NC=NC2=CC=C(C=C12)C=C1C(NC(S1)=O)=O)C (5-(4-Dimethylamino-quinazolin-6-ylmethylene)-thiazolidine-2,4-dione). As a reaction SMILES: [CH3:1][N:2]([CH3:15])[C:3]1[C:12]2[C:7](=[CH:8][CH:9]=[C:10]([CH:13]=O)[CH:11]=2)[N:6]=[CH:5][N:4]=1.[S:16]1[CH2:20][C:19](=[O:21])[NH:18][C:17]1=[O:22]>>[CH3:1][N:2]([CH3:15])[C:3]1[C:12]2[C:7](=[CH:8][CH:9]=[C:10]([CH:13]=[C:20]3[S:16][C:17](=[O:22])[NH:18][C:19]3=[O:21])[CH:11]=2)[N:6]=[CH:5][N:4]=1. Procedure: Following the general method as outlined in Example 1, starting from 4-Dimethylamino-quinazoline-6-carbaldehyde (intermediate 14) and 1,3-thiazolidine-2,4-dione, the title compound was obtained. The reactants are BrC1C(C2=CC=CC=C2C1)=O (2-Bromo-1-indanone), N1(CCCCC1)C(=O)CC(=S)N ((piperidinocarbonyl)thioacetamide). Yields the product N1(CCCCC1)C(=O)CC=1SC2=C(N1)C=1C=CC=CC1C2 (2-[(Piperidinocarbonyl)methyl]-8H-indeno[1,2-d]thiazole). As a reaction SMILES: Br[CH:2]1[CH2:10][C:9]2[C:4](=[CH:5][CH:6]=[CH:7][CH:8]=2)[C:3]1=O.[N:12]1([C:18]([CH2:20][C:21]([NH2:23])=[S:22])=[O:19])[CH2:17][CH2:16][CH2:15][CH2:14][CH2:13]1>>[N:12]1([C:18]([CH2:20][C:21]2[S:22][C:2]3[CH2:10][C:9]4[CH:8]=[CH:7][CH:6]=[CH:5][C:4]=4[C:3]=3[N:23]=2)=[O:19])[CH2:17][CH2:16][CH2:15][CH2:14][CH2:13]1. Procedure details: 2-Bromo-1-indanone, (piperidinocarbonyl)thioacetamide